This data is from the Open Reaction Database (ORD), a public repository of structured organic reaction records. The task is: describe an organic reaction: reactants, conditions, products, and yield The reactants are BrC=1SC=C(N1)C1=CC=C(C=C1)Br (2-bromo-4-(4-bromophenyl)-1,3-thiazole), N[C@@H](CO)CCC ((R)-(−)-2-amino-pentanol). Solvent: C(Cl)Cl (methylene chloride), C(Cl)Cl (methylene chloride). Run at temperature 150 celsius, time 18 hour. The product is BrC1=CC=C(C=C1)C=1N=C(SC1)N[C@@H](CO)CCC ((2R)-2-{[4-(4-bromophenyl)-1,3-thiazol-2-yl]amino}pentan-1-ol). Isolated yield 82.5%. Reaction SMILES: Br[C:2]1[S:3][CH:4]=[C:5]([C:7]2[CH:12]=[CH:11][C:10]([Br:13])=[CH:9][CH:8]=2)[N:6]=1.[NH2:14][C@H:15]([CH2:18][CH2:19][CH3:20])[CH2:16][OH:17]>C(Cl)Cl>[Br:13][C:10]1[CH:11]=[CH:12][C:7]([C:5]2[N:6]=[C:2]([NH:14][C@H:15]([CH2:18][CH2:19][CH3:20])[CH2:16][OH:17])[S:3][CH:4]=2)=[CH:8][CH:9]=1. Procedure details: A mixture of 2-bromo-4-(4-bromophenyl)-1,3-thiazole (2.9 g, 9.09 mmol), prepared in step 2 of Example 1, and (R)-(−)-2-amino-pentanol (2.82 g, 27.2 mmol) was stirred under nitrogen at 150° C. for 18 h. After cooling to room temperature, the residue was taken up in methylene chloride, applied to a Biotage FLASH 40+™ cartridge and the methylene chloride allowed to evaporate. Purification of the residue on the samplet on a Horizon™ Flash Collector (the Biotage FLASH 40+™ cartridge) using a linear g... Starting materials: CS(=O)(=O)Cl, CCN(C(C)C)C(C)C, O=C(N1CCCC(CO)C1)C1(c2ccc(Cl)cc2)CCCC1, ClCCl. Yields the product CS(=O)(=O)OCC1CCCN(C(=O)C2(c3ccc(Cl)cc3)CCCC2)C1. Reaction SMILES: [CH3:32][S:33]([Cl:34])(=[O:35])=[O:36].[CH:23]([N:24]([CH2:25][CH3:26])[CH:27]([CH3:28])[CH3:29])([CH3:30])[CH3:31].[Cl:1][c:2]1[cH:3][cH:4][c:5]([C:8]2([C:13](=[O:14])[N:15]3[CH2:16][CH:17]([CH2:21][OH:22])[CH2:18][CH2:19][CH2:20]3)[CH2:9][CH2:10][CH2:11][CH2:12]2)[cH:6][cH:7]1.[Cl:37][CH2:38][Cl:39]>>[Cl:1][c:2]1[cH:3][cH:4][c:5]([C:8]2([C:13](=[O:14])[N:15]3[CH2:16][CH:17]([CH2:21][O:22][S:33]([CH3:32])(=[O:35])=[O:36])[CH2:18][CH2:19][CH2:20]3)[CH2:9][CH2:10][CH2:11][CH2:12]2)[cH:6][cH:7]1. Starting materials: CCO, CCOC(C)=O, I, CCN(CCN1CCSc2ccc(N)cc21)C(=O)OC(C)(C)C, CSC(=N)c1cccs1. Yields the product CCN(CCN1CCSc2ccc(NC(=N)c3cccs3)cc21)C(=O)OC(C)(C)C. As a reaction SMILES: [CH3:34][CH2:35][OH:36].[CH3:37][CH2:38][O:39][C:40](=[O:41])[CH3:42].[IH:24].[NH2:1][c:2]1[cH:3][c:4]2[c:5]([cH:22][cH:23]1)[S:6][CH2:7][CH2:8][N:9]2[CH2:10][CH2:11][N:12]([C:13]([O:14][C:15]([CH3:16])([CH3:17])[CH3:18])=[O:19])[CH2:20][CH3:21].[s:25]1[c:26]([C:30](=[NH:31])[S:32][CH3:33])[cH:27][cH:28][cH:29]1>>[NH:1]([c:2]1[cH:3][c:4]2[c:5]([cH:22][cH:23]1)[S:6][CH2:7][CH2:8][N:9]2[CH2:10][CH2:11][N:12]([C:13]([O:14][C:15]([CH3:16])([CH3:17])[CH3:18])=[O:19])[CH2:20][CH3:21])[C:30]([c:26]1[s:25][cH:29][cH:28][cH:27]1)=[NH:31]. Reactants: C1CCOC1, COC(=O)C(c1ccc(Cl)cc1)c1ccc(Cl)cc1, CC(C)[N-]C(C)C, CI, [Li+]. Yields the product COC(=O)C(C)(c1ccc(Cl)cc1)c1ccc(Cl)cc1. Reaction SMILES: [CH2:30]1[O:31][CH2:32][CH2:33][CH2:34]1.[CH3:1][O:2][C:3]([CH:4]([c:5]1[cH:6][cH:7][c:8]([Cl:11])[cH:9][cH:10]1)[c:12]1[cH:13][cH:14][c:15]([Cl:18])[cH:16][cH:17]1)=[O:19].[CH3:21][CH:22]([N-:23][CH:24]([CH3:25])[CH3:26])[CH3:27].[I:28][CH3:29].[Li+:20]>>[CH3:1][O:2][C:3]([C:4]([c:5]1[cH:6][cH:7][c:8]([Cl:11])[cH:9][cH:10]1)([c:12]1[cH:13][cH:14][c:15]([Cl:18])[cH:16][cH:17]1)[CH3:21])=[O:19]. Yields the product OCCc1ccc2occ(-c3ccccc3)c2c1. The reactants are [Al+3], O=C(CBr)c1ccccc1, CCOCC, [H-], [H-], [H-], [H-], [Li+], CCOC(=O)Cc1ccc2occ(-c3ccccc3)c2c1. As a reaction SMILES: [Al+3:2].[Br:28][CH2:29][C:30]([c:31]1[cH:32][cH:33][cH:34][cH:35][cH:36]1)=[O:37].[CH3:38][CH2:39][O:40][CH2:41][CH3:42].[H-:1].[H-:4].[H-:5].[H-:6].[Li+:3].[c:7]1(-[c:13]2[cH:14][o:15][c:16]3[c:17]2[cH:18][c:19]([CH2:22][C:23](=[O:24])[O:25][CH2:26][CH3:27])[cH:20][cH:21]3)[cH:8][cH:9][cH:10][cH:11][cH:12]1>>[c:7]1(-[c:13]2[cH:14][o:15][c:16]3[c:17]2[cH:18][c:19]([CH2:22][CH2:23][OH:24])[cH:20][cH:21]3)[cH:8][cH:9][cH:10][cH:11][cH:12]1. The reactants are CN(C=C(C(=O)OCC)C(C1=CC=C(C=C1)[N+](=O)[O-])=O)C (ethyl 3-(dimethylamino)-2-(4-nitrobenzoyl)acrylate), NC(C(=O)N)C(=O)N (2-aminomalonamide). Run in CC(=O)O (AcOH). Run at temperature 80 celsius. Product: NC(=O)C1=C(C(=CN1)C(=O)OCC)C1=CC=C(C=C1)[N+](=O)[O-] (ethyl 5-(aminocarbonyl)-4-(4-nitrophenyl)-1H-pyrrole-3-carboxylate). The yield is 83.7%. As a reaction SMILES: C[N:2]([CH3:21])[CH:3]=[C:4]([C:10](=O)[C:11]1[CH:16]=[CH:15][C:14]([N+:17]([O-:19])=[O:18])=[CH:13][CH:12]=1)[C:5]([O:7][CH2:8][CH3:9])=[O:6].NC(C(N)=O)[C:24]([NH2:26])=[O:25]>CC(O)=O>[NH2:26][C:24]([C:21]1[NH:2][CH:3]=[C:4]([C:5]([O:7][CH2:8][CH3:9])=[O:6])[C:10]=1[C:11]1[CH:12]=[CH:13][C:14]([N+:17]([O-:19])=[O:18])=[CH:15][CH:16]=1)=[O:25]. Procedure details: A 3 L round bottomed flask was charged with ethyl 3-(dimethylamino)-2-(4-nitrobenzoyl)acrylate (63.59 g, 217.5 mmol) and 2-aminomalonamide (33.12 g, 282.8 mmol) and AcOH (800 mL). The reaction mixture was heated to 80° C. over night. The starting material appeared consumed by TLC. The AcOH was removed under reduced pressure and TFA (400 mL) was added. The mixture was heated over night at 60° C. The reaction was cooled to room temperature and the TFA was removed under reduced pressure. The orange...